This data is from the Open Reaction Database (ORD), a public repository of structured organic reaction records. The task is: describe an organic reaction: reactants, conditions, products, and yield RXN SMILES: [CH3:1][NH:2][C:3]1[S:4][CH:5]=[C:6]([C:8]([OH:10])=O)[N:7]=1.[NH2:11][C@H:12]([CH3:28])[CH2:13][N:14]1[CH:18]=[CH:17][C:16]([C:19]2[CH:26]=[CH:25][C:22]([C:23]#[N:24])=[C:21]([Cl:27])[CH:20]=2)=[N:15]1>>[Cl:27][C:21]1[CH:20]=[C:19]([C:16]2[CH:17]=[CH:18][N:14]([CH2:13][C@H:12]([NH:11][C:8]([C:6]3[N:7]=[C:3]([NH:2][CH3:1])[S:4][CH:5]=3)=[O:10])[CH3:28])[N:15]=2)[CH:26]=[CH:25][C:22]=1[C:23]#[N:24]. Yields the product ClC=1C=C(C=CC1C#N)C1=NN(C=C1)C[C@@H](C)NC(=O)C=1N=C(SC1)NC ((R)—N-(1-(3-(3-chloro-4-cyanophenyl)-1H-pyrazol-1-yl)propan-2-yl)-2-(methylamino)thiazole-4-carboxamide). Procedure details: (R)—N-(1-(3-(3-chloro-4-cyanophenyl)-1H-pyrazol-1-yl)propan-2-yl)-2-(methylamino)thiazole-4-carboxamide was prepared using the method of Example 34(d) starting from 2-(methylamino)thiazole-4-carboxylic acid (0.34 g, 2.149 mmol) and (R)-4-(1-(2-aminopropyl)-1H-pyrazol-3-yl)-2-chlorobenzonitrile (0.467 g, 1.791 mmol). The product was purified by Flash-chromatography. Yield 9.08%. 1H-NMR (400 MHz; DMSO-d6): δ 1.12 (d, 3H), 2.85 (d, 3H), 4.30-4.42 (m, 3H), 6.96 (d, 1H), 7.18 (d, 1H), 7.59 (d, 1H), 7... Reactants: CNC=1SC=C(N1)C(=O)O (2-(methylamino)thiazole-4-carboxylic acid), N[C@@H](CN1N=C(C=C1)C1=CC(=C(C#N)C=C1)Cl)C ((R)-4-(1-(2-aminopropyl)-1H-pyrazol-3-yl)-2-chlorobenzonitrile). Yield: 9.1%. Starting materials: CO, COC(=O)c1ccc([N+](=O)[O-])cc1S(=O)(=O)O, [K+], [OH-], O=P(Cl)(Cl)Cl. Yields the product COC(=O)c1ccc([N+](=O)[O-])cc1S(=O)(=O)Cl. Reaction SMILES: [CH3:25][OH:26].[CH3:3][O:4][C:5](=[O:6])[c:7]1[c:8]([S:16](=[O:17])(=[O:18])[OH:19])[cH:9][c:10]([N+:13](=[O:14])[O-:15])[cH:11][cH:12]1.[K+:2].[OH-:1].[P:20]([Cl:21])([Cl:22])([Cl:23])=[O:24]>>[CH3:3][O:4][C:5](=[O:6])[c:7]1[c:8]([S:16](=[O:17])(=[O:19])[Cl:22])[cH:9][c:10]([N+:13](=[O:14])[O-:15])[cH:11][cH:12]1. Run in CCCCCCC (heptane), C1(=CC=CC=C1)C (toluene), C1(=CC=CC=C1)C (toluene). Product: C=C.C=CCCCCCC (Ethylene/Octene). Procedure details: Under a nitrogen atmosphere, a 500 mL autoclave was charged with hexane (250 mL), triisobutylaluminum (0.2 mL of a 25.2 wt % solution in heptane diluted with toluene (5 mL)) and 1-octene (18 mL, 115 mmol). The autoclave was stirred at ca. 1500 rpm, heated to 140.1° C. (P=75.7 psig) then pressurized with ethylene to 265.6±1 psig. Ethylene flow into the reactor was allowed during the copolymerization. A solution of precatalyst (40-50 μmol), PhNMe2H+ B(C6F5)4− (1 equiv.) and toluene (100 mL) was ad... Reaction conditions: temperature 140.1 celsius. Reaction SMILES: [CH3:1][CH2:2]CCCC.C([Al](CC(C)C)CC(C)C)C(C)C.[CH2:20]=[CH:21][CH2:22][CH2:23][CH2:24][CH2:25][CH2:26][CH3:27].C=C>CCCCCCC.C1(C)C=CC=CC=1>[CH2:1]=[CH2:2].[CH2:20]=[CH:21][CH2:22][CH2:23][CH2:24][CH2:25][CH2:26][CH3:27] |f:6.7|. The reactants are CCCCCC (hexane), C(C(C)C)[Al](CC(C)C)CC(C)C (triisobutylaluminum), C=CCCCCCC (1-octene), C=C (ethylene), C=C (Ethylene), B(C6F5)4−. Reactants: C(C)OC(CC1(CCCCC1)C#N)=O ((1-Cyanocyclohexyl)acetic acid ethyl ester), [OH-].[Na+] (sodium hydroxide). The product is C(#N)C1(CCCCC1)CC(=O)O ((1-Cyanocyclohexyl)acetic Acid). As a reaction SMILES: C([O:3][C:4](=[O:14])[CH2:5][C:6]1([C:12]#[N:13])[CH2:11][CH2:10][CH2:9][CH2:8][CH2:7]1)C.[OH-].[Na+]>>[C:12]([C:6]1([CH2:5][C:4]([OH:14])=[O:3])[CH2:11][CH2:10][CH2:9][CH2:8][CH2:7]1)#[N:13] |f:1.2|. Procedure: (1-Cyanocyclohexyl)acetic acid ethyl ester is reacted with aqueous sodium hydroxide solution using the methodology disclosed at Column 15, Method C, Step B of U.S. Pat. No. 5,132,451 which is herein incorporated by reference to afford the title product. The reactants are CCO, COC(=O)c1cc(I)c(O)c([N+](=O)[O-])c1, Cl[Sn]Cl. Product: COC(=O)c1cc(N)c(O)c(I)c1. Reaction SMILES: [CH3:19][CH2:20][OH:21].[OH:1][c:2]1[c:3]([I:15])[cH:4][c:5]([C:6](=[O:7])[O:8][CH3:9])[cH:10][c:11]1[N+:12]([O-:13])=[O:14].[Sn:16]([Cl:17])[Cl:18]>>[OH:1][c:2]1[c:3]([I:15])[cH:4][c:5]([C:6](=[O:7])[O:8][CH3:9])[cH:10][c:11]1[NH2:12].